Dataset: the Open Reaction Database (ORD), a public repository of structured organic reaction records. Task: describe an organic reaction: reactants, conditions, products, and yield The reactants are C(CCC)OC1=NC(=C2N=C(N(C2=N1)CC1CNCCC1)OC)N (2-(butyloxy)-8-(methyloxy)-9-(3-piperidinylmethyl)-9H-purin-6-amine), ICCCC (1-iodobutane). Yields the product NC1=C2NC(N(C2=NC(=N1)OCCCC)CC1CN(CCC1)CCCC)=O (6-Amino-2-(butyloxy)-9-[(1-butyl-3-piperidinyl)methyl]-7,9-dihydro-8H-purin-8-one). RXN SMILES: [CH2:1]([O:5][C:6]1[N:14]=[C:13]2[C:9]([N:10]=[C:11]([O:22]C)[N:12]2[CH2:15][CH:16]2[CH2:21][CH2:20][CH2:19][NH:18][CH2:17]2)=[C:8]([NH2:24])[N:7]=1)[CH2:2][CH2:3][CH3:4].I[CH2:26][CH2:27][CH2:28][CH3:29]>>[NH2:24][C:8]1[N:7]=[C:6]([O:5][CH2:1][CH2:2][CH2:3][CH3:4])[N:14]=[C:13]2[C:9]=1[NH:10][C:11](=[O:22])[N:12]2[CH2:15][CH:16]1[CH2:21][CH2:20][CH2:19][N:18]([CH2:26][CH2:27][CH2:28][CH3:29])[CH2:17]1. Procedure details: Prepared similarly to Example 24 from 2-(butyloxy)-8-(methyloxy)-9-(3-piperidinylmethyl)-9H-purin-6-amine and 1-iodobutane. Reactants: C(C)(C)(C)OC([C@@H](NC(C1=CC=C(C=C1)OC1=CC(=C(C=C1)N(CCCl)CCCl)C)=O)C)=O (N-(4-{4-[bis-(2-chloroethyl)-amino]-3-methyl-phenoxy}-benzoyl)-L-alanine-tert-butyl ester), C(C)(C)(C)OC([C@@H](NC(C1=CC=C(C=C1)OC1=CC(=C(C=C1)N(CCCl)CCCl)C)=O)C)=O (N-(4-{4-[bis-(2-chloroethyl)-amino]-3-methyl-phenoxy}-benzoyl)-L-alanine-tert-butyl ester), FC(C(=O)O)(F)F (trifluoroacetic acid). The solvent is ClCCl (dichloromethane). Conditions: time 1 hour. Yields the product ClCCN(C1=C(C=C(OC2=CC=C(C(=O)N[C@@H](C)C(=O)O)C=C2)C=C1)C)CCCl (N-(4-{4-[bis-(2-chloroethyl)-amino]-3-methyl-phenoxy}-benzoyl)-L-alanine), compound 10. Reaction SMILES: C([O:5][C:6](=[O:33])[C@H:7]([CH3:32])[NH:8][C:9](=[O:31])[C:10]1[CH:15]=[CH:14][C:13]([O:16][C:17]2[CH:22]=[CH:21][C:20]([N:23]([CH2:27][CH2:28][Cl:29])[CH2:24][CH2:25][Cl:26])=[C:19]([CH3:30])[CH:18]=2)=[CH:12][CH:11]=1)(C)(C)C.FC(F)(F)C(O)=O>ClCCl>[Cl:26][CH2:25][CH2:24][N:23]([CH2:27][CH2:28][Cl:29])[C:20]1[CH:21]=[CH:22][C:17]([O:16][C:13]2[CH:12]=[CH:11][C:10]([C:9]([NH:8][C@H:7]([C:6]([OH:33])=[O:5])[CH3:32])=[O:31])=[CH:15][CH:14]=2)=[CH:18][C:19]=1[CH3:30]. Procedure: N-(4-{4-[bis-(2-chloroethyl)-amino]-3-methyl-phenoxy}-benzoyl)-L-alanine-tert-butyl ester (400 mg; compound 9) was dissolved in dichloromethane (4 ml) and trifluoroacetic acid (8 ml) was added. The mixture was allowed to stand at ambient temperature for 1 hour, evaporated to dryness and azeotroped twice with ethyl acetate to give the titled compound (compound 10; the drug corresponding with the prodrug of Example 21) as an oil (0.43 g, 52% yield). Reactants: C(C=C)C1C(C=CC1(C)O)=O (2-allyl-3-hydroxy-3-methyl-4-cyclopentenone), C(CC)(=O)[O-].[Na+] (sodium propionate). Solvent: C(CC)(=O)O (propionic acid), C(CC)(=O)O (propionic acid). Yields the product C(C=C)C=1C(CC(C1C)OC(CC)=O)=O (2-allyl-4-propionyloxy-3-methyl-2-cyclopentenone). Isolated yield 302.9%. RXN SMILES: [CH2:1]([CH:4]1[C:8](O)([CH3:9])[CH:7]=[CH:6][C:5]1=[O:11])[CH:2]=[CH2:3].[C:12]([O-:16])(=[O:15])[CH2:13][CH3:14].[Na+]>C(O)(=O)CC>[CH2:1]([C:4]1[C:5](=[O:11])[CH2:6][CH:7]([O:16][C:12](=[O:15])[CH2:13][CH3:14])[C:8]=1[CH3:9])[CH:2]=[CH2:3] |f:1.2|. Procedure details: In the same apparatus as in Example 1, 2-allyl-3-hydroxy-3-methyl-4-cyclopentenone (15.2 g), propionic acid (60 ml) and sodium propionate (3 g) were charged and heated at 120° to 130° C. for 8 hours with agitation. After the completion of the reaction, propionic acid was evaporated off under reduced pressure. The residue was extracted with toluene (60 ml) and water (40 ml) and treated as in Example 1 to obtain 2-allyl-4-propionyloxy-3-methyl-2-cyclopentenone (19.7 g). Yield, 94.7%. B.P., 115°-12...